This data is from the Open Reaction Database (ORD), a public repository of structured organic reaction records. The task is: describe an organic reaction: reactants, conditions, products, and yield Starting materials: C1COCCO1, CCN(C(C)C)C(C)C, Ic1ccc2c(c1)C=CC1=NCCN12, O=C(C=Cc1ccccc1)C=Cc1ccccc1, O=C(C=Cc1ccccc1)C=Cc1ccccc1, O=C(C=Cc1ccccc1)C=Cc1ccccc1, [Pd], [Pd], OC1(c2cccc(S)c2)CCOCC1, CC1(C)c2cccc(P(c3ccccc3)c3ccccc3)c2Oc2c(P(c3ccccc3)c3ccccc3)cccc21. Yields the product OC1(c2cccc(Sc3ccc4c(c3)C=CC3=NCCN34)c2)CCOCC1. As a reaction SMILES: [CH2:80]1[O:81][CH2:82][CH2:83][O:84][CH2:85]1.[CH:29]([N:30]([CH2:31][CH3:32])[CH:33]([CH3:34])[CH3:35])([CH3:36])[CH3:37].[I:1][c:2]1[cH:3][c:4]2[c:9]([cH:10][cH:11]1)[N:8]1[C:7](=[N:14][CH2:13][CH2:12]1)[CH:6]=[CH:5]2.[O:106]=[C:107]([CH:108]=[CH:109][c:110]1[cH:111][cH:112][cH:113][cH:114][cH:115]1)[CH:116]=[CH:117][c:118]1[cH:119][cH:120][cH:121][cH:122][cH:123]1.[O:124]=[C:125]([CH:126]=[CH:127][c:128]1[cH:129][cH:130][cH:131][cH:132][cH:133]1)[CH:134]=[CH:135][c:136]1[cH:137][cH:138][cH:139][cH:140][cH:141]1.[O:88]=[C:89]([CH:90]=[CH:91][c:92]1[cH:93][cH:94][cH:95][cH:96][cH:97]1)[CH:98]=[CH:99][c:100]1[cH:101][cH:102][cH:103][cH:104][cH:105]1.[Pd:86].[Pd:87].[SH:15][c:16]1[cH:17][c:18]([C:22]2([OH:28])[CH2:23][CH2:24][O:25][CH2:26][CH2:27]2)[cH:19][cH:20][cH:21]1.[c:38]1([P:39]([c:40]2[cH:41][cH:42][cH:43][cH:44][cH:45]2)[c:46]2[c:47]3[c:71]([cH:72][cH:73][cH:74]2)[C:68]([CH3:69])([CH3:70])[c:50]2[c:49]([c:54]([P:55]([c:56]4[cH:57][cH:58][cH:59][cH:60][cH:61]4)[c:62]4[cH:63][cH:64][cH:65][cH:66][cH:67]4)[cH:53][cH:52][cH:51]2)[O:48]3)[cH:75][cH:76][cH:77][cH:78][cH:79]1>>[c:2]1([S:15][c:16]2[cH:17][c:18]([C:22]3([OH:28])[CH2:23][CH2:24][O:25][CH2:26][CH2:27]3)[cH:19][cH:20][cH:21]2)[cH:3][c:4]2[c:9]([cH:10][cH:11]1)[N:8]1[C:7](=[N:14][CH2:13][CH2:12]1)[CH:6]=[CH:5]2. Reactants: CCOC(=O)CCn1ccc2cc(C#N)ccc21, O=C([O-])O, CCO, Cl, NO, [Na+]. Yields the product CCOC(=O)CCn1ccc2cc(C(=N)NO)ccc21. As a reaction SMILES: [C:1](#[N:2])[c:3]1[cH:4][c:5]2[cH:6][cH:7][n:8]([CH2:12][CH2:13][C:14](=[O:15])[O:16][CH2:17][CH3:18])[c:9]2[cH:10][cH:11]1.[C:22](=[O:23])([O-:24])[OH:25].[CH3:27][CH2:28][OH:29].[ClH:19].[NH2:20][OH:21].[Na+:26]>>[C:1](=[NH:2])([c:3]1[cH:4][c:5]2[cH:6][cH:7][n:8]([CH2:12][CH2:13][C:14](=[O:15])[O:16][CH2:17][CH3:18])[c:9]2[cH:10][cH:11]1)[NH:20][OH:21]. The reactants are C1CCOC1, C[Si](C)(C)CCOCn1ccc2c(Cl)ccnc21, CI, [Li]CCCC. The product is Cc1cc2c(Cl)ccnc2n1COCC[Si](C)(C)C. Reaction SMILES: [CH2:26]1[O:27][CH2:28][CH2:29][CH2:30]1.[Cl:1][c:2]1[c:3]2[c:4]([n:5][cH:6][cH:7]1)[n:8]([CH2:11][O:12][CH2:13][CH2:14][Si:15]([CH3:16])([CH3:17])[CH3:18])[cH:9][cH:10]2.[I:24][CH3:25].[Li:19][CH2:20][CH2:21][CH2:22][CH3:23]>>[Cl:1][c:2]1[c:3]2[c:4]([n:5][cH:6][cH:7]1)[n:8]([CH2:11][O:12][CH2:13][CH2:14][Si:15]([CH3:16])([CH3:17])[CH3:18])[c:9]([CH3:20])[cH:10]2. The reactants are C(Cl)Cl.CO (methylene chloride methanol), CI (methyl iodide), C([O-])([O-])=O.[K+].[K+] (potassium carbonate), CC1=C(CNC2=CC=CC=3N=C(NC32)C)C(=CC=C1)C (4-(2,6-dimethylbenzylamino)-2-methylbenzimidazole). The solvent is C(C)#N (acetonitrile). Run at time 20 hour. The product is CC1=C(CNC2=CC=CC=3N(C(=NC32)C)C)C(=CC=C1)C (4-(2,6-dimethylbenzylamino)-1,2-dimethylbenzimidazole). Yield: 8.6%. RXN SMILES: [CH3:1][C:2]1[CH:19]=[CH:18][CH:17]=[C:16]([CH3:20])[C:3]=1[CH2:4][NH:5][C:6]1[C:14]2[NH:13][C:12]([CH3:15])=[N:11][C:10]=2[CH:9]=[CH:8][CH:7]=1.CI.[C:23](=O)([O-])[O-].[K+].[K+].C(Cl)Cl.CO>C(#N)C>[CH3:1][C:2]1[CH:19]=[CH:18][CH:17]=[C:16]([CH3:20])[C:3]=1[CH2:4][NH:5][C:6]1[C:14]2[N:13]=[C:12]([CH3:15])[N:11]([CH3:23])[C:10]=2[CH:9]=[CH:8][CH:7]=1 |f:2.3.4,5.6|. Reported procedure: 4-(2,6-dimethylbenzylamino)-2-methylbenzimidazole (0.2 g 0.75 mmol) was dissolved in acetonitrile (15 ml). To the solution were added methyl iodide (0.05 ml 0.82 mmol) and potassium carbonate (0.2 g 1.4 mmol) and the reaction mixture was stirred at ambient temperature for 20 h. The solids were removed by filtration and was washed with methylene chloride. Vacuum evaporation of the solvent gave an oily residue which was subjected to flash chromatography on silica gel, methylene chloride: methanol ... Starting materials: [Li]CCCC, CCCCCC, C1CN2CCN1CC2, C1CCOC1, CSc1ccccc1. Product: [Li]CSc1ccccc1. As a reaction SMILES: [CH2:17]([CH2:18][CH2:19][CH3:20])[Li:21].[CH3:22][CH2:23][CH2:24][CH2:25][CH2:26][CH3:27].[N:9]12[CH2:10][CH2:11][N:12]([CH2:13][CH2:14]1)[CH2:15][CH2:16]2.[O:28]1[CH2:29][CH2:30][CH2:31][CH2:32]1.[c:1]1([S:7][CH3:8])[cH:2][cH:3][cH:4][cH:5][cH:6]1>>[c:1]1([S:7][CH2:8][Li:21])[cH:2][cH:3][cH:4][cH:5][cH:6]1. Procedure: To a solution of 9.6 g of 1,3-dihydro-5-(2-chlorophenyl)-7-chloro-2H-1,4-benzodiazepine-2-thione in a solvent mixture comprising 40 ml of a 10% aqueous sodium hydroxide solution and 40 ml of methanol is added dropwise a solution of 5.5 g of 1-chloro-2-piperidinoethane hydrochloride in 20 ml of water over a period of 15 minutes, and the resulting mixture is stirred at room temperature for 3 hours. The reaction mixture is diluted with water and extracted with ethyl acetate. The extract is washed w... RXN SMILES: [Cl:1][C:2]1[CH:7]=[CH:6][CH:5]=[CH:4][C:3]=1[C:8]1[C:14]2[CH:15]=[C:16]([Cl:19])[CH:17]=[CH:18][C:13]=2[NH:12][C:11](=[S:20])[CH2:10][N:9]=1.[OH-].[Na+].CO.Cl.Cl[CH2:27][CH2:28][N:29]1[CH2:34][CH2:33][CH2:32][CH2:31][CH2:30]1>O>[N:29]1([CH2:28][CH2:27][S:20][C:11]2[CH2:10][N:9]=[C:8]([C:3]3[CH:4]=[CH:5][CH:6]=[CH:7][C:2]=3[Cl:1])[C:14]3[CH:15]=[C:16]([Cl:19])[CH:17]=[CH:18][C:13]=3[N:12]=2)[CH2:34][CH2:33][CH2:32][CH2:31][CH2:30]1 |f:1.2,4.5|. Starting materials: Cl.ClCCN1CCCCC1 (1-chloro-2-piperidinoethane hydrochloride), ClC1=C(C=CC=C1)C1=NCC(NC2=C1C=C(C=C2)Cl)=S (1,3-dihydro-5-(2-chlorophenyl)-7-chloro-2H-1,4-benzodiazepine-2-thione), [OH-].[Na+] (sodium hydroxide), CO (methanol). Run in O (water), O (water). Run at time 3 hour. Product: N1(CCCCC1)CCSC1=NC2=C(C(=NC1)C1=C(C=CC=C1)Cl)C=C(C=C2)Cl (2-(2-piperidinoethylthio)-5-(2-chlorophenyl)-7-chloro-3H-1,4-benzodiazepine). Starting materials: ice water, [N+](=O)(O)[O-] (nitric acid), C(C)(=O)OC(C)=O (acetic anhydride), CC1=C(SC(=C1)C)C(=O)OC (methyl 3,5-dimethylthiophene-2-carboxylate). The solvent is C(C)(=O)O (acetic acid). The product is CC1=C(SC(=C1[N+](=O)[O-])C)C(=O)OC (Methyl 3,5-dimethyl-4-nitrothiophene-2-carboxylate). As a reaction SMILES: [CH3:1][C:2]1[CH:6]=[C:5]([CH3:7])[S:4][C:3]=1[C:8]([O:10][CH3:11])=[O:9].[N+:12]([O-])([OH:14])=[O:13].C(OC(=O)C)(=O)C>C(O)(=O)C>[CH3:1][C:2]1[C:6]([N+:12]([O-:14])=[O:13])=[C:5]([CH3:7])[S:4][C:3]=1[C:8]([O:10][CH3:11])=[O:9]. Procedure: To a well stirred, chilled (0°) solution of 51.4 g (0.3 mol) of methyl 3,5-dimethylthiophene-2-carboxylate in 200 ml of glacial acetic acid are added dropwise over a period of 40 minutes, a mixture of 30 ml of fuming nitric acid (specific gravity=1.5) and 120 ml of acetic anhydride. After the addition is completed the resulting brown solution is stirred a further two hours at 5° and then poured into 3000 ml of ice water.